This data is from the Open Reaction Database (ORD), a public repository of structured organic reaction records. The task is: describe an organic reaction: reactants, conditions, products, and yield Reactants: C(C)(C)(C)OC(=O)N1C[C@H]([C@H](CC1)CN=[N+]=[N-])O (cis (±)-4-azidomethyl-3-hydroxy-piperidine-1-carboxylic acid tert-butyl ester), COCCN(CCOC)S(F)(F)F (bis(2-methoxyethyl)aminosulfur trifluoride). Run in C(Cl)Cl (DCM). Product: C(C)(C)(C)OC(=O)N1CCC(=CC1)CN=[N+]=[N-] (4-azidomethyl-3,6-dihydro-2H-pyridine-1-carboxylic acid tert-butyl ester). As a reaction SMILES: [C:1]([O:5][C:6]([N:8]1[CH2:13][CH2:12][C@H:11]([CH2:14][N:15]=[N+:16]=[N-:17])[C@H:10](O)[CH2:9]1)=[O:7])([CH3:4])([CH3:3])[CH3:2].COCCN(S(F)(F)F)CCOC>C(Cl)Cl>[C:1]([O:5][C:6]([N:8]1[CH2:9][CH:10]=[C:11]([CH2:14][N:15]=[N+:16]=[N-:17])[CH2:12][CH2:13]1)=[O:7])([CH3:4])([CH3:2])[CH3:3]. Reported procedure: To a solution of cis (±)-4-azidomethyl-3-hydroxy-piperidine-1-carboxylic acid tert-butyl ester (1.95 mmol, 0.5 g) was added bis(2-methoxyethyl)aminosulfur trifluoride (2.34 mmol, 0.52 g) slowly and stirred for 12. The reaction mixture was diluted with DCM (10 mL), washed with aq.NaHCO3 solution, dried (Na2SO4), filtered, and concentrated under reduced pressure. The residue was purified by flash silica gel column chromatography using ethyl acetate:hexanes (2:8) to get 4-azidomethyl-3,6-dihydro-2H... Reactants: solution, [F-].C(CCC)[N+](CCCC)(CCCC)CCCC (tetra-n-butylammonium fluoride), CC(C(=O)OCOCC1=CC=CC=C1)(CSC1=CC=C(C=C1)O[Si](C)(C)C(C)(C)C)C (Benzyloxymethyl 2,2-dimethyl-3-(4'-tert-butyldimethylsilyloxyphenylthio)propionate), [Cl-].[NH4+] (ammonium chloride). The solvent is C1CCOC1 (THF), C1CCOC1 (THF). Product: CC(C(=O)OCOCC1=CC=CC=C1)(CSC1=CC=C(C=C1)O)C (Benzyloxymethyl 2,2-Dimethyl-3-(4'-Hydroxyphenylthio)propionate). RXN SMILES: [F-].C([N+](CCCC)(CCCC)CCCC)CCC.[CH3:19][C:20]([CH3:49])([CH2:33][S:34][C:35]1[CH:40]=[CH:39][C:38]([O:41][Si](C(C)(C)C)(C)C)=[CH:37][CH:36]=1)[C:21]([O:23][CH2:24][O:25][CH2:26][C:27]1[CH:32]=[CH:31][CH:30]=[CH:29][CH:28]=1)=[O:22].[Cl-].[NH4+]>C1COCC1>[CH3:19][C:20]([CH3:49])([CH2:33][S:34][C:35]1[CH:40]=[CH:39][C:38]([OH:41])=[CH:37][CH:36]=1)[C:21]([O:23][CH2:24][O:25][CH2:26][C:27]1[CH:32]=[CH:31][CH:30]=[CH:29][CH:28]=1)=[O:22] |f:0.1,3.4|. Procedure details: A 1.0M solution of tetra-n-butylammonium fluoride in THF (3.6 mL, 1.1 equiv) was added to the tert-butyldimethylsilylether (XXVII) (1.50 g, 3.3 mmol) in 25 mL of THF at -10° C. After 1 hour the reaction was acidified with saturated ammonium chloride (25 mL) and extracted with ether. The ether layer was washed with H2O, saturated NaCl, dried over anhydrous MgSO4 and concentrated. The residue was chromatographed on silica gel to give 0.92 g (82%) of V. 1H NMR (CDCl3) δ1.27 (s, 6H), 3.10 (s, 2H), 4... Starting materials: ClC1=NC(=C(C2=CC=CC=C12)Cl)C1=CC=C(C=C1)OC (1,4-dichloro-3-(4-methoxyphenyl)isoquinoline), C([O-])([O-])=O.[K+].[K+] (potassium carbonate), C(C)N1CCNCC1 (N-ethylpiperazine), CN(C=O)C (N,N-dimethylformamide), C(C)N1CCNCC1 (N-ethylpiperazine), C(C)N1CCNCC1 (N-ethylpiperazine). Run in O (water). Reaction conditions: time 8 hour. Product: Cl.Cl.ClC1=C(N=C(C2=CC=CC=C12)N1CCN(CC1)CC)C1=CC=C(C=C1)OC (4-chloro-1-(4-ethylpiperazin-1-yl)-3-(4-methoxyphenyl)isoquinoline dihydrochloride). Reaction SMILES: [Cl:1][C:2]1[C:11]2[C:6](=[CH:7][CH:8]=[CH:9][CH:10]=2)[C:5]([Cl:12])=[C:4]([C:13]2[CH:18]=[CH:17][C:16]([O:19][CH3:20])=[CH:15][CH:14]=2)[N:3]=1.C(=O)([O-])[O-].[K+].[K+].[CH2:27]([N:29]1[CH2:34][CH2:33][NH:32][CH2:31][CH2:30]1)[CH3:28].CN(C)C=O>O>[ClH:1].[ClH:1].[Cl:12][C:5]1[C:6]2[C:11](=[CH:10][CH:9]=[CH:8][CH:7]=2)[C:2]([N:32]2[CH2:33][CH2:34][N:29]([CH2:27][CH3:28])[CH2:30][CH2:31]2)=[N:3][C:4]=1[C:13]1[CH:18]=[CH:17][C:16]([O:19][CH3:20])=[CH:15][CH:14]=1 |f:1.2.3,7.8.9|. Procedure: To the resulting 1,4-dichloro-3-(4-methoxyphenyl)isoquinoline (0.30 g) were added potassium carbonate (0.14 g), N-ethylpiperazine (126 ml) and N,N-dimethylformamide (10 ml). The resulting mixture was stirred at room temperature overnight. To the mixture was then added N-ethylpiperazine (126 ml), and the mixture was stirred at room temperature for 4 hr. Still additionally, N-ethylpiperazine (378 ml) was added thereto, and the mixture was stirred at 50° C. for 1.5 hr. To the reaction solution was ...